Dataset: the Open Reaction Database (ORD), a public repository of structured organic reaction records. Task: describe an organic reaction: reactants, conditions, products, and yield The reactants are C(C1=CC=CC=C1)(C1=CC=CC=C1)N1CCN(CC1)C(CC1=CC(=C(C(=O)OC)C=C1C1CC1)F)=O (methyl 4-(2-(4-benzhydrylpiperazin-1-yl)-2-oxoethyl)-5-cyclopropyl-2-fluorobenzoate), Cl (HCl). Procedure details: To a solution of methyl 4-(2-(4-benzhydrylpiperazin-1-yl)-2-oxoethyl)-5-cyclopropyl-2-fluorobenzoate (70 mg, 0.14 mmol) in THF (2 mL) and methanol (2 mL), lithium hydroxide (2M, 2 mL) was added. After stirring at room temperature for 16 h, the mixture pH was adjusted to 2-3 with HCl (2 M) and extracted by ethyl acetate (10 mL×3). The combined organic layers were washed with brine (10 mL), dried over anhydrous sodium sulfate, filtered and concentrated. The residue was purified by Combiflash (30%-... Product: C(C1=CC=CC=C1)(C1=CC=CC=C1)N1CCN(CC1)C(CC1=CC(=C(C(=O)O)C=C1C1CC1)F)=O (4-(2-(4-benzhydrylpiperazin-1-yl)-2-oxoethyl)-5-cyclopropyl-2-fluorobenzoic acid). The yield is 52.9%. Run at time 16 hour. Run in C1CCOC1 (THF), CO (methanol), [OH-].[Li+] (lithium hydroxide). Reaction SMILES: [CH:1]([N:14]1[CH2:19][CH2:18][N:17]([C:20](=[O:36])[CH2:21][C:22]2[C:31]([CH:32]3[CH2:34][CH2:33]3)=[CH:30][C:25]([C:26]([O:28]C)=[O:27])=[C:24]([F:35])[CH:23]=2)[CH2:16][CH2:15]1)([C:8]1[CH:13]=[CH:12][CH:11]=[CH:10][CH:9]=1)[C:2]1[CH:7]=[CH:6][CH:5]=[CH:4][CH:3]=1.Cl>C1COCC1.CO.[OH-].[Li+]>[CH:1]([N:14]1[CH2:19][CH2:18][N:17]([C:20](=[O:36])[CH2:21][C:22]2[C:31]([CH:32]3[CH2:34][CH2:33]3)=[CH:30][C:25]([C:26]([OH:28])=[O:27])=[C:24]([F:35])[CH:23]=2)[CH2:16][CH2:15]1)([C:8]1[CH:13]=[CH:12][CH:11]=[CH:10][CH:9]=1)[C:2]1[CH:3]=[CH:4][CH:5]=[CH:6][CH:7]=1 |f:4.5|. Yields the product Cc1ccccc1NC(=O)N=C1CCCN1C. As a reaction SMILES: [ClH:8].[NH:1]=[C:2]1[N:3]([CH3:7])[CH2:4][CH2:5][CH2:6]1.[Na+:16].[OH-:15].[OH2:27].[c:17]1([CH3:26])[c:18]([N:23]=[C:24]=[O:25])[cH:19][cH:20][cH:21][cH:22]1.[cH:9]1[cH:10][cH:11][cH:12][cH:13][cH:14]1>>[N:1](=[C:2]1[N:3]([CH3:7])[CH2:4][CH2:5][CH2:6]1)[C:24]([NH:23][c:18]1[c:17]([CH3:26])[cH:22][cH:21][cH:20][cH:19]1)=[O:25]. The reactants are Cl, CN1CCCC1=N, [Na+], [OH-], O, Cc1ccccc1N=C=O, c1ccccc1. The reactants are ClC1=CC=C(C=C1)CCC(=O)C1=NC=CC=C1 (3-(4-chlorophenyl)-1-(2-pyridinyl)propan-1-one), ClC1=CC=C(C=C1)CC/C(=C/C(=O)OCC)/C1=NC=CC=C1 ((Z)-ethyl 5-(4-chlorophenyl)-3-(2-pyridinyl)pent-2-enoate). Yields the product ClC1=CC=C(C=C1)CC\C(=C/C(=O)OCC)\C1=NC=CC=C1 ((E)-ethyl 5-(4-chlorophenyl)-3-(2-pyridinyl)pent-2-enoate). RXN SMILES: ClC1C=CC(CCC(C2C=CC=CN=2)=O)=CC=1.[Cl:18][C:19]1[CH:24]=[CH:23][C:22]([CH2:25][CH2:26]/[C:27](/[C:34]2[CH:39]=[CH:38][CH:37]=[CH:36][N:35]=2)=[CH:28]/[C:29]([O:31][CH2:32][CH3:33])=[O:30])=[CH:21][CH:20]=1>>[Cl:18][C:19]1[CH:20]=[CH:21][C:22]([CH2:25][CH2:26]/[C:27](/[C:34]2[CH:39]=[CH:38][CH:37]=[CH:36][N:35]=2)=[CH:28]\[C:29]([O:31][CH2:32][CH3:33])=[O:30])=[CH:23][CH:24]=1. Reported procedure: By a procedure similar to that of example 1.85.3, starting from 3-(4-chlorophenyl)-1-(2-pyridinyl)propan-1-one, (Z)-ethyl 5-(4-chlorophenyl)-3-(2-pyridinyl)pent-2-enoate and (E)-ethyl 5-(4-chlorophenyl)-3-(2-pyridinyl)pent-2-enoate were obtained as colourless oils.